This data is from the Open Reaction Database (ORD), a public repository of structured organic reaction records. The task is: describe an organic reaction: reactants, conditions, products, and yield Reactants: BrC=1C(=CC(=NC1)C(=O)OC)C(=O)OC (dimethyl 5-bromo-2,4-pyridinedicarboxylate), OCCC#C (4-hydroxy-1-butyne). The solvent is C(Cl)Cl (methylene chloride). Conditions: time 15 minute. Product: OCCC#CC=1C(=CC(=NC1)C(=O)OC)C(=O)OC (dimethyl 5-(4-hydroxy-1-butinyl)-pyridine2,4-dicarboxylate). Reaction SMILES: Br[C:2]1[C:3]([C:12]([O:14][CH3:15])=[O:13])=[CH:4][C:5]([C:8]([O:10][CH3:11])=[O:9])=[N:6][CH:7]=1.[OH:16][CH2:17][CH2:18][C:19]#[CH:20]>C(Cl)Cl>[OH:16][CH2:17][CH2:18][C:19]#[C:20][C:2]1[C:3]([C:12]([O:14][CH3:15])=[O:13])=[CH:4][C:5]([C:8]([O:10][CH3:11])=[O:9])=[N:6][CH:7]=1. Procedure: 461 mg of dimethyl 5-bromopyridine-2,4-dicarboxylate (from Example 3) and 142 mg of 4-hydroxy-1-butyne are dissolved in methylene chloride in a flask flushed with argon, and 680 μl of triethylamine are added dropwise. The mixture is stirred at room temperature for 15 minutes, 13 mg of ((C6H5)3P)2PdCl2 and 2 mg of CuI are added and the mixture is boiled under reflux for 2 hours. After cooling, the mixture is diluted with methylene chloride and washed with water and sodium chloride solution and th... Starting materials: [OH-].[NH4+] (ammonium hydroxide), C1(=CC=CC2=CC=CC=C12)C=CC1=NN=C(CC2=C1C=C(C(=C2)OC)OC)C (1-[2-(1-naphtyl)-vinyl]-4-methyl-7,8-dimethoxy-5H-2,3-benzodiazepine), [BH4-].[Na+] (sodium borohydride). Solvent: O (water), C(C)(=O)O (acetic acid), O (water). Product: C1(=CC=CC2=CC=CC=C12)C=CC1=NNC(CC2=C1C=C(C(=C2)OC)OC)C (1-[2-(1-Naphtyl)-vinyl]-4-methyl-7,8-dimethoxy-3,4-dihydro-5H-2,3-benzodiazepine). The yield is 70.4%. RXN SMILES: [C:1]1([CH:11]=[CH:12][C:13]2[C:19]3[CH:20]=[C:21]([O:26][CH3:27])[C:22]([O:24][CH3:25])=[CH:23][C:18]=3[CH2:17][C:16]([CH3:28])=[N:15][N:14]=2)[C:10]2[C:5](=[CH:6][CH:7]=[CH:8][CH:9]=2)[CH:4]=[CH:3][CH:2]=1.[BH4-].[Na+].[OH-].[NH4+]>C(O)(=O)C.O>[C:1]1([CH:11]=[CH:12][C:13]2[C:19]3[CH:20]=[C:21]([O:26][CH3:27])[C:22]([O:24][CH3:25])=[CH:23][C:18]=3[CH2:17][CH:16]([CH3:28])[NH:15][N:14]=2)[C:10]2[C:5](=[CH:6][CH:7]=[CH:8][CH:9]=2)[CH:4]=[CH:3][CH:2]=1 |f:1.2,3.4|. Procedure details: To a solution of 5.35 g (14.3 mmoles) of 1-[2-(1-naphtyl)-vinyl]-4-methyl-7,8-dimethoxy-5H-2,3-benzodiazepine in 30 ml of glacial acetic acid a solution of 1.76 g (46.3 mmoles) of sodium borohydride in 10 ml of water is dropped at 50° C., under stirring, and the reaction mixture is stirred further for 2 hours. The product is then stirred with 250 ml of water, made alkaline with ammonium hydroxide solution, the separated yellow precipitate is filtered, washed with water and recrystallized from is... Starting materials: NCCCCCCCCCCCCN (1,12 diaminododecane), C(CCCCCCCCCCCCCCCCC)N=C=O (octadecyl isocyanate). The product is C(CCCCCCCCCCCCCCCCC)NC(=O)NCCCCCCCCCCCCN (1-octadecyl-3-(amino dodecyl) urea). Reaction SMILES: [NH2:1][CH2:2][CH2:3][CH2:4][CH2:5][CH2:6][CH2:7][CH2:8][CH2:9][CH2:10][CH2:11][CH2:12][CH2:13][NH2:14].[CH2:15]([N:33]=[C:34]=[O:35])[CH2:16][CH2:17][CH2:18][CH2:19][CH2:20][CH2:21][CH2:22][CH2:23][CH2:24][CH2:25][CH2:26][CH2:27][CH2:28][CH2:29][CH2:30][CH2:31][CH3:32]>>[CH2:15]([NH:33][C:34]([NH:1][CH2:2][CH2:3][CH2:4][CH2:5][CH2:6][CH2:7][CH2:8][CH2:9][CH2:10][CH2:11][CH2:12][CH2:13][NH2:14])=[O:35])[CH2:16][CH2:17][CH2:18][CH2:19][CH2:20][CH2:21][CH2:22][CH2:23][CH2:24][CH2:25][CH2:26][CH2:27][CH2:28][CH2:29][CH2:30][CH2:31][CH3:32]. Procedure details: 12 grams 1,12 diaminododecane was reacted with 5 gms octadecyl isocyanate as in Example 2. Yield: 13.8 gms., melting point 105°-159°C. The reactants are C1(=CC=C(C=C1)S(=O)(=O)[O-])C.[NH+]1=CC=CC=C1 (Pyridinium p-toluenesulfonate), C(#N)C(CCC1(CCCCCC)OCCO1)[C@@H]1CC[C@H](CC1)OC (1-cyano-1-(trans-4-methoxycyclohexyl)-4,4-(ethylenedioxy)decane). Run in C([O-])(O)=O.[Na+] (sodium bicarbonate), C(C)O (ethanol). The product is C(#N)C(CCC(CCCCCC)=O)[C@@H]1CC[C@H](CC1)OC (1-cyano-1-(trans-4-methoxy cyclo hexyl)-4-decanone). Isolated yield 95.1%. Reaction SMILES: C1(C)C=CC(S([O-])(=O)=O)=CC=1.[NH+]1C=CC=CC=1.[C:18]([CH:20]([C@H:34]1[CH2:39][CH2:38][C@H:37]([O:40][CH3:41])[CH2:36][CH2:35]1)[CH2:21][CH2:22][C:23]1(OCC[O:30]1)[CH2:24][CH2:25][CH2:26][CH2:27][CH2:28][CH3:29])#[N:19]>C(O)C.C(=O)(O)[O-].[Na+]>[C:18]([CH:20]([C@H:34]1[CH2:39][CH2:38][C@H:37]([O:40][CH3:41])[CH2:36][CH2:35]1)[CH2:21][CH2:22][C:23](=[O:30])[CH2:24][CH2:25][CH2:26][CH2:27][CH2:28][CH3:29])#[N:19] |f:0.1,4.5|. Procedure details: Pyridinium p-toluenesulfonate (0.9 g, 3.6 mmol) was added to a solution of 1-cyano-1-(trans-4-methoxycyclohexyl)-4,4-(ethylenedioxy)decane (47) (6.2 g, 18.3 mmol) obtained in the first step dissolved in 120 mL of ethanol, and refluxed under heating for 10 hours. The reaction mixture was cooled to room temperature and then put in 100 mL of a saturated sodium bicarbonate aqueous solution, and then extracted with 100 mL of ethyl acetate. The resulting organic layer was washed with water (100 mL×2) ... Reactants: Cl (hydrochloric acid), ClC1=C(C=O)C=CC=C1 (2-chlorobenzaldehyde), C(C)(C)NC(C)C (diisopropylamine-), C(CCC)[Li] (n-butyllithium), CO (methanol), FC1=NC=CC=C1 (2-fluoropyridine). Solvent: O1CCCC1 (tetrahydrofuran), C1(=CC=CC=C1)C (toluene), O1CCCC1 (tetrahydrofuran). Conditions: temperature -30 celsius, time 45 minute. Yields the product ClC1=C(C=CC=C1)C(O)C=1C(=NC=CC1)F ((2-Chlorophenyl)-(2-fluoropyridin-3-yl)-methanol). As a reaction SMILES: C(NC(C)C)(C)C.C([Li])CCC.[F:13][C:14]1[CH:19]=[CH:18][CH:17]=[CH:16][N:15]=1.[Cl:20][C:21]1[CH:28]=[CH:27][CH:26]=[CH:25][C:22]=1[CH:23]=[O:24].CO.Cl>O1CCCC1.C1(C)C=CC=CC=1>[Cl:20][C:21]1[CH:28]=[CH:27][CH:26]=[CH:25][C:22]=1[CH:23]([C:19]1[C:14]([F:13])=[N:15][CH:16]=[CH:17][CH:18]=1)[OH:24]. Procedure: Add diisopropylamine-(286.6 g, 2.83 mol) to a −63° C. solution of n-butyllithium (2.47 M in hexanes, 917 mL, 2.27 mol) while maintaining the temperature below −38° C. Add tetrahydrofuran (1.20 L) while maintaining the temperature below −43° C. To the resulting solution add 2-fluoropyridine (200.0 g, 2.06 mol) while maintaining the temperature between −66° C. and −57° C. Stir the resulting solution between −72° C. and −57° C. for 45 min. To this solution add a solution of 2-chlorobenzaldehyde (31... The reactants are COC(=O)Cc1nsc(NC(=O)OCc2ccccc2)n1, CS(C)=O, CCOC(C)=O, I, O=S(=O)(O)O. Product: COC(=O)C(=O)c1nsc(NC(=O)OCc2ccccc2)n1. As a reaction SMILES: [CH2:1]([c:2]1[cH:3][cH:4][cH:5][cH:6][cH:7]1)[O:8][C:9](=[O:10])[NH:11][c:12]1[n:13][c:14]([CH2:17][C:18](=[O:19])[O:20][CH3:21])[n:15][s:16]1.[CH3:22][S:23]([CH3:24])=[O:25].[CH3:32][CH2:33][O:34][C:35](=[O:36])[CH3:37].[I:26].[S:27](=[O:28])(=[O:29])([OH:30])[OH:31]>>[CH2:1]([c:2]1[cH:3][cH:4][cH:5][cH:6][cH:7]1)[O:8][C:9](=[O:10])[NH:11][c:12]1[n:13][c:14]([C:17]([C:18](=[O:19])[O:20][CH3:21])=[O:25])[n:15][s:16]1.